From a dataset of the Open Reaction Database (ORD), a public repository of structured organic reaction records. describe an organic reaction: reactants, conditions, products, and yield Reactants: C(C)(=O)NC1=CC(=C(C(=C1)OC)C(C)=O)OC ((4'-acetylamino-2',6'-dimethoxyphenyl)ethanone), C(C)(=O)NC1=CC(=C(C(=C1)OC)C(C)=O)OC ((4'-acetylamino-2',6'-dimethoxyphenyl)ethanone), [OH-].[K+] (potassium hydroxide). The solvent is C(C)O (ethanol). The product is NC1=CC(=C(C(=C1)OC)C(C)=O)OC ((4'-Amino-2',6'-dimethoxyphenyl)ethanone). Isolated yield 94.6%. Reaction SMILES: C([NH:4][C:5]1[CH:10]=[C:9]([O:11][CH3:12])[C:8]([C:13](=[O:15])[CH3:14])=[C:7]([O:16][CH3:17])[CH:6]=1)(=O)C.[OH-].[K+]>C(O)C>[NH2:4][C:5]1[CH:6]=[C:7]([O:16][CH3:17])[C:8]([C:13](=[O:15])[CH3:14])=[C:9]([O:11][CH3:12])[CH:10]=1 |f:1.2|. Reported procedure: A mixture of (4'-acetylamino-2',6'-dimethoxyphenyl)ethanone (compound 75-1) (7.11 g, 0.03 mol) and 10% potassium hydroxide solution in ethanol is heated to reflux for 3 hours. The solvent is distilled from the reaction mixture under reduced pressure. The residue is dissolved in dichloromethane, and the solution is washed with water, dried, and concentrated. The residue is placed on a silica gel column and eluted with a mixture of ethylacetate and dichloromethane (1:1) to yield the title compound... Starting materials: BrC1=CC2=C(S(C3=C2C=C(C=C3)Br)=O)C=C1[N+](=O)[O-] (2,8-dibromo-3-nitrodibenzothiophene-5-oxide), BrC1=CC2=C(S(C3=C2C=C(C=C3)Br)=O)C=C1[N+](=O)[O-] (2,8-dibromo-3-nitrodibenzothiophene-5-oxide), [Cu]C#N (copper (I) cyanide), BrC1=CC2=C(S(C3=C2C=C(C(=C3)[N+](=O)[O-])Br)=O)C=C1[N+](=O)[O-] (2,8-dibromo-3,7-dinitrodibenzothiophene-5-oxide), ferric chloride. Solvent: CC(=O)N(C)C.O1CCOCC1 (DMAC dioxane). Product: [N+](=O)([O-])C=1C(=CC2=C(SC3=C2C=C(C(=C3)[N+](=O)[O-])C#N)C1)C#N (3,7-dinitrodibenzothiophene-2,8-dicarbonitrile). Reaction SMILES: BrC1[C:16]([N+:17]([O-])=O)=CC2S(=O)C3C=CC(Br)=CC=3C=2C=1.Br[C:21]1[C:38]([N+:39]([O-:41])=[O:40])=[CH:37][C:24]2[S:25](=O)[C:26]3[CH:31]=[C:30]([N+:32]([O-:34])=[O:33])[C:29](Br)=[CH:28][C:27]=3[C:23]=2[CH:22]=1.[Cu][C:43]#[N:44]>CC(N(C)C)=O.O1CCOCC1>[N+:39]([C:38]1[C:21]([C:16]#[N:17])=[CH:22][C:23]2[C:27]3[CH:28]=[C:29]([C:43]#[N:44])[C:30]([N+:32]([O-:34])=[O:33])=[CH:31][C:26]=3[S:25][C:24]=2[CH:37]=1)([O-:41])=[O:40] |f:3.4|. Reported procedure: While not wishing to be bound by theory and once again referring to Scheme I, it is contemplated that 3-amino-7-chlorodibenzothiophene-2,8-dicarboxylic acid diester 8 where R3 is hereinbefore defined is also formed during the process of Scheme I through the sequence of steps starting with reaction of 2,8-dibromodibenzothiophene 2 with >90% nitric acid at 50-60° C. which gave 2,8-dibromo-3,7-dinitrodibenzothiophene-5-oxide 3a as the primary product and which also contains a minor product 2,8-dibr...